Dataset: the Open Reaction Database (ORD), a public repository of structured organic reaction records. Task: describe an organic reaction: reactants, conditions, products, and yield Starting materials: CN(C)C=O, [Na+], [Na+], CC1CC2C3CCC(=O)C3(C)CCC2C2(CO)CCC(=O)C=C12, O=S([O-])[O-]. The product is CC1CC2C3CCC(=O)C3(C)CCC2C2(C=O)CCC(=O)C=C12. RXN SMILES: [CH3:30][N:31]([CH3:32])[CH:33]=[O:34].[Na+:28].[Na+:29].[OH:1][CH2:2][C:3]12[CH2:4][CH2:5][C:6](=[O:23])[CH:7]=[C:8]1[CH:9]([CH3:22])[CH2:10][CH:11]1[CH:12]3[CH2:13][CH2:14][C:15](=[O:21])[C:16]3([CH3:17])[CH2:18][CH2:19][CH:20]21.[S:24]([O-:25])([O-:26])=[O:27]>>[O:1]=[CH:2][C:3]12[CH2:4][CH2:5][C:6](=[O:23])[CH:7]=[C:8]1[CH:9]([CH3:22])[CH2:10][CH:11]1[CH:12]3[CH2:13][CH2:14][C:15](=[O:21])[C:16]3([CH3:17])[CH2:18][CH2:19][CH:20]21. The reactants are BrC=1C=C2C=NN(C2=CC1)C1=CC=C(C=C1)OC (5-bromo-1-(4-methoxy-phenyl)-1H-indazole), ClC1=C(C=CC(=C1)Cl)C(C=O)C (2-(2,4-dichloro-phenyl)-propionaldehyde). Product: ClC1=C(C=CC(=C1)Cl)C(C(O)C=1C=C2C=NN(C2=CC1)C1=CC=C(C=C1)OC)C (2-(2,4-dichloro-phenyl)-1-[1-(4-methoxy-phenyl)-1H-indazol-5-yl]-propan-1-ol). RXN SMILES: Br[C:2]1[CH:3]=[C:4]2[C:8](=[CH:9][CH:10]=1)[N:7]([C:11]1[CH:16]=[CH:15][C:14]([O:17][CH3:18])=[CH:13][CH:12]=1)[N:6]=[CH:5]2.[Cl:19][C:20]1[CH:25]=[C:24]([Cl:26])[CH:23]=[CH:22][C:21]=1[CH:27]([CH3:30])[CH:28]=[O:29]>>[Cl:19][C:20]1[CH:25]=[C:24]([Cl:26])[CH:23]=[CH:22][C:21]=1[CH:27]([CH3:30])[CH:28]([C:2]1[CH:3]=[C:4]2[C:8](=[CH:9][CH:10]=1)[N:7]([C:11]1[CH:16]=[CH:15][C:14]([O:17][CH3:18])=[CH:13][CH:12]=1)[N:6]=[CH:5]2)[OH:29]. Reported procedure: In analogy to Example 186, 5-bromo-1-(4-methoxy-phenyl)-1H-indazole was reacted with 2-(2,4-dichloro-phenyl)-propionaldehyde to give 2-(2,4-dichloro-phenyl)-1-[1-(4-methoxy-phenyl)-1H-indazol-5-yl]-propan-1-ol which was oxidized to 2-(2,4-dichloro-phenyl)-1-[1-(4-methoxy-phenyl)-1H-indazol-5-yl]-propan-1-one and converted further to the title compound. Off-white foam. MS (m/e)=495.1 [M+H+]. Reactants: C1CCCC=2N1C1=C(N2)C=C(C=C1)C(=O)OCC (ethyl 1,2,3,4-tetrahydrobenzo[4,5]imidazo[1,2-a]pyridine-7-carboxylate), [H-].[Al+3].[Li+].[H-].[H-].[H-] (Lithium aluminum hydride), C(C)(=O)OCC (ethyl acetate), C([O-])(O)=O.[Na+] (sodium bicarbonate). Run in O1CCCC1 (tetrahydrofuran), O1CCCC1 (tetrahydrofuran). Run at time 1 hour. Yields the product C1CCCC=2N1C1=C(N2)C=C(C=C1)CO ((1,2,3,4-Tetrahydrobenzo[4,5]imidazo[1,2-a]pyridine-7-yl)methanol). The yield is 79.9%. Reaction SMILES: [H-].[Al+3].[Li+].[H-].[H-].[H-].[CH2:7]1[N:12]2[C:13]3[CH:19]=[CH:18][C:17]([C:20](OCC)=[O:21])=[CH:16][C:14]=3[N:15]=[C:11]2[CH2:10][CH2:9][CH2:8]1.C(=O)(O)[O-].[Na+].C(OCC)(=O)C>O1CCCC1>[CH2:7]1[N:12]2[C:13]3[CH:19]=[CH:18][C:17]([CH2:20][OH:21])=[CH:16][C:14]=3[N:15]=[C:11]2[CH2:10][CH2:9][CH2:8]1 |f:0.1.2.3.4.5,7.8|. Procedure details: Lithium aluminum hydride (1.97 g, 51.9 mmol) was suspended in tetrahydrofuran (30 ml); and under an ice cooling, a solution (20 ml) of ethyl 1,2,3,4-tetrahydrobenzo[4,5]imidazo[1,2-a]pyridine-7-carboxylate (6.34 g, 26.0 mmol) prepared in the Step 3-1-3 in tetrahydrofuran was slowly added thereto. After the mixture was stirred under an ice cooling for one hour, a saturated sodium bicarbonate solution (5 ml) was slowly added to the mixture at the same temperature while paying attention to the gene... Starting materials: C1CCOC1, CC#N, COc1ccc(N)nn1, O=C(Cl)Oc1ccccc1, c1ccncc1. Yields the product COc1ccc(NC(=O)Oc2ccccc2)nn1. As a reaction SMILES: [CH2:29]1[O:30][CH2:31][CH2:32][CH2:33]1.[CH3:10][C:11]#[N:12].[NH2:1][c:2]1[n:3][n:4][c:5]([O:8][CH3:9])[cH:6][cH:7]1.[c:19]1([O:25][C:26](=[O:27])[Cl:28])[cH:20][cH:21][cH:22][cH:23][cH:24]1.[cH:13]1[cH:14][cH:15][n:16][cH:17][cH:18]1>>[NH:1]([c:2]1[n:3][n:4][c:5]([O:8][CH3:9])[cH:6][cH:7]1)[C:26]([O:25][c:19]1[cH:20][cH:21][cH:22][cH:23][cH:24]1)=[O:27]. Reactants: C1(CC1)\C=N\S(=O)C(C)(C)C (N-[(1E)-cyclopropylmethylene]-2-methylpropane-2-sulfinamide), C1(CC1)[Mg]Br (cyclopropylmagnesium bromide), [NH4+].[Cl-] (NH4Cl). Run in C(Cl)Cl (DCM). The product is C1(CC1)C(NS(=O)C(C)(C)C)C1CC1 (N-(Dicyclopropylmethyl)-2-methylpropane-2-sulfinamide). RXN SMILES: [CH:1]1(/[CH:4]=[N:5]/[S:6]([C:8]([CH3:11])([CH3:10])[CH3:9])=[O:7])[CH2:3][CH2:2]1.[CH:12]1([Mg]Br)[CH2:14][CH2:13]1.[NH4+].[Cl-]>C(Cl)Cl>[CH:1]1([CH:4]([CH:12]2[CH2:14][CH2:13]2)[NH:5][S:6]([C:8]([CH3:11])([CH3:10])[CH3:9])=[O:7])[CH2:2][CH2:3]1 |f:2.3|. Reported procedure: To a stirred solution of N-[(1E)-cyclopropylmethylene]-2-methylpropane-2-sulfinamide (35 g, 202 mmol) in DCM (800 mL) was added cyclopropylmagnesium bromide (1 M in THF, 404 mL, 404 mmol) at −78° C. The reaction mixture was allowed to warm to room temperature as the bath did (2 h). The mixture was treated with sat'd NH4Cl solution, and extracted with EtOAc. The organic layer was washed with brine, dried (sodium sulfate), concentrated, and purified by flash chromatography to give the title compou... The reactants are Cl (hydrochloric acid), [OH-].[Na+] (sodium hydroxide), COC1=C(C=2C3=C(NC2C=C1C)C1=CC=CC=C1C3)C (5,10-dihydro-8-methoxy-7,9-dimethylindeno[1,2-b]indole), O1CCN(CC1)B (morpholino borane), Cl (hydrochloric acid). The solvent is O1CCOCC1 (dioxane). Product: COC1=C(C=2[C@@H]3[C@H](NC2C=C1C)C1=CC=CC=C1C3)C (cis-4b,5,9b,10-Tetrahydro-8-methoxy-7,9-dimethylindeno[1.2-b]indole). Isolated yield 917.0%. As a reaction SMILES: [CH3:1][O:2][C:3]1[C:11]([CH3:12])=[CH:10][C:9]2[NH:8][C:7]3[C:13]4[C:18]([CH2:19][C:6]=3[C:5]=2[C:4]=1[CH3:20])=[CH:17][CH:16]=[CH:15][CH:14]=4.O1CCN(B)CC1.Cl.[OH-].[Na+]>O1CCOCC1>[CH3:1][O:2][C:3]1[C:11]([CH3:12])=[CH:10][C:9]2[NH:8][C@@H:7]3[C:13]4[C:18]([CH2:19][C@@H:6]3[C:5]=2[C:4]=1[CH3:20])=[CH:17][CH:16]=[CH:15][CH:14]=4 |f:3.4|. Procedure: To an solution of 0.8 g (0.3 mmol) of 5,10-dihydro-8-methoxy-7,9-dimethylindeno[1,2-b]indole and 1,21 g of morpholino borane in 4 ml of dioxane was added dropwise 1 ml of conc. hydrochloric acid. The mixture was refluxed for 30 minutes, then cooled whereupon 3 ml of 6M hydrochloric acid was added. The resulting mixture was then refluxed for 15 minutes. After cooling the solution was alkalinized with aqueous sodium hydroxide and extracted three times with ether. Drying (MgSO4) and evaporation gav... Reaction SMILES: Cl[CH2:2][C:3]1[C:12]([C:13]([O:15][CH2:16][CH3:17])=[O:14])=[C:11]([C:18]2[CH:23]=[CH:22][C:21]([F:24])=[CH:20][CH:19]=2)[C:10]2[C:5](=[CH:6][C:7]([O:27][CH3:28])=[C:8]([O:25][CH3:26])[CH:9]=2)[N:4]=1.[CH2:29]([NH:31][CH2:32][CH3:33])[CH3:30]>>[F:24][C:21]1[CH:22]=[CH:23][C:18]([C:11]2[C:10]3[C:5](=[CH:6][C:7]([O:27][CH3:28])=[C:8]([O:25][CH3:26])[CH:9]=3)[N:4]=[C:3]([CH2:2][N:31]([CH2:32][CH3:33])[CH2:29][CH3:30])[C:12]=2[C:13]([O:15][CH2:16][CH3:17])=[O:14])=[CH:19][CH:20]=1. The reactants are ClCC1=NC2=CC(=C(C=C2C(=C1C(=O)OCC)C1=CC=C(C=C1)F)OC)OC (ethyl 2-chloromethyl-4-(4-fluorophenyl)-6,7-dimethoxyquinoline-3-carboxylate), C(C)NCC (diethylamine). The product is FC1=CC=C(C=C1)C1=C(C(=NC2=CC(=C(C=C12)OC)OC)CN(CC)CC)C(=O)OCC (ethyl 4-(4-fluorophenyl)-2-(N,N-diethylaminomethyl)-6,7-dimethoxyquinoline-3-carboxylate). Procedure details: According to the same manner as that described in Example 33, ethyl 2-chloromethyl-4-(4-fluorophenyl)-6,7-dimethoxyquinoline-3-carboxylate was reacted with diethylamine to give ethyl 4-(4-fluorophenyl)-2-(N,N-diethylaminomethyl)-6,7-dimethoxyquinoline-3-carboxylate. This compound was recrystallized from ethyl acetate - hexane. Colorless prisms, mp. 102°-103° C. Reactants: C(C)(C)(C)OC(=O)N1C=NC(=C1)CCOC1=CC=2CCCC(C2C=C1)=O (4-[2-(5-Oxo-5,6,7,8-tetrahydro-naphthalen-2-yloxy)-ethyl]-imidazole-1-carboxylic acid tert-butyl ester), C(C1=CC=CC=C1)=O (benzaldehyde). Solvent: [OH-].[K+] (KOH), CCO (EtOH). The product is C(C1=CC=CC=C1)=C1C(C2=CC=C(C=C2CC1)OCCC=1N=CNC1)=O (2-Benzylidene-6-[2-(1H-imidazole-4-yl)-ethoxy]-3,4-dihydro-2H-naphthalen-1-one). Yield: 47.8%. As a reaction SMILES: C(OC([N:8]1[CH:12]=[C:11]([CH2:13][CH2:14][O:15][C:16]2[CH:25]=[CH:24][C:23]3[C:22](=[O:26])[CH2:21][CH2:20][CH2:19][C:18]=3[CH:17]=2)[N:10]=[CH:9]1)=O)(C)(C)C.[CH:27](=O)[C:28]1[CH:33]=[CH:32][CH:31]=[CH:30][CH:29]=1>[OH-].[K+].CCO>[CH:27](=[C:21]1[CH2:20][CH2:19][C:18]2[C:23](=[CH:24][CH:25]=[C:16]([O:15][CH2:14][CH2:13][C:11]3[N:10]=[CH:9][NH:8][CH:12]=3)[CH:17]=2)[C:22]1=[O:26])[C:28]1[CH:33]=[CH:32][CH:31]=[CH:30][CH:29]=1 |f:2.3|. Procedure: According to the method of Example 6, the product of Step 1 (0.271 g, 0.76 mmol) was reacted with benzaldehyde (0.121 g, 1.14 mmol) in 5 mL of 4% KOH in EtOH for 3 hours at room temperature to afford 0.125 g (46%) of the title compound as a foam which solidified on standing to give a yellow solid, mp 53-56° C.: CI-MS m/e 345 (M+ +1). The reactants are C(=O)(O)C=1C=C(C=CC1)[C@@H](C)NC[C@@H](CP([O-])(=O)CC1CC=CCC1)O.[Li+] (lithium 3-{N-[1 (R)-(3-carboxyphenyl)ethyl]amino}-2(S)-hydroxy-propyl(cyclohex-3-enylmethyl)phosphinate). Reagents/catalysts: [Pd] (palladium-on-carbon). Solvent: C(C)O (ethanol). Conditions: time 15 minute. Yields the product C(=O)(O)C=1C=C(C=CC1)[C@@H](C)NC[C@@H](CP([O-])(=O)CC1CCCCC1)O.[Li+] (lithium 3-{N-[1 (R)-(3-carboxyphenyl)ethyl]amino}-2(S)-hydroxy-propyl(cyclohexylmethyl)phosphinate). As a reaction SMILES: [C:1]([C:4]1[CH:5]=[C:6]([C@H:10]([NH:12][CH2:13][C@H:14]([OH:26])[CH2:15][P:16]([CH2:19][CH:20]2[CH2:25][CH2:24][CH:23]=[CH:22][CH2:21]2)(=[O:18])[O-:17])[CH3:11])[CH:7]=[CH:8][CH:9]=1)([OH:3])=[O:2].[Li+:27]>C(O)C.[Pd]>[C:1]([C:4]1[CH:5]=[C:6]([C@H:10]([NH:12][CH2:13][C@H:14]([OH:26])[CH2:15][P:16]([CH2:19][CH:20]2[CH2:25][CH2:24][CH2:23][CH2:22][CH2:21]2)(=[O:17])[O-:18])[CH3:11])[CH:7]=[CH:8][CH:9]=1)([OH:3])=[O:2].[Li+:27] |f:0.1,4.5|. Procedure details: 20 mg of 5% palladium-on-carbon are added to a solution of 0.125 g of lithium 3-{N-[1 (R)-(3-carboxyphenyl)ethyl]amino}-2(S)-hydroxy-propyl(cyclohex-3-enylmethyl)phosphinate in 5 ml of ethanol and the batch is hydrogenated at room temperature and normal pressure for 15 minutes. The catalyst is filtered off through Celite® and the flitrate is adjusted to a pH of 1 with ethanolic hydrochloric acid. Removal of the solvent and recrystallisation from isopropanol gives lithium 3-{N-[1 (R)-(3-carboxyph... The reactants are Cl, CC(C)(C)OC(=O)CN1C(=O)CC(=O)N(c2ccccc2)c2ccccc21, C1COCCO1. Yields the product O=C(O)CN1C(=O)CC(=O)N(c2ccccc2)c2ccccc21. As a reaction SMILES: [ClH:28].[O:1]=[C:2]1[CH2:3][C:4](=[O:27])[N:5]([c:21]2[cH:22][cH:23][cH:24][cH:25][cH:26]2)[c:6]2[c:7]([cH:17][cH:18][cH:19][cH:20]2)[N:8]1[CH2:9][C:10](=[O:11])[O:12][C:13]([CH3:14])([CH3:15])[CH3:16].[O:29]1[CH2:30][CH2:31][O:32][CH2:33][CH2:34]1>>[O:1]=[C:2]1[CH2:3][C:4](=[O:27])[N:5]([c:21]2[cH:22][cH:23][cH:24][cH:25][cH:26]2)[c:6]2[c:7]([cH:17][cH:18][cH:19][cH:20]2)[N:8]1[CH2:9][C:10](=[O:11])[OH:12].